From a dataset of the Open Reaction Database (ORD), a public repository of structured organic reaction records. describe an organic reaction: reactants, conditions, products, and yield The reactants are N1(CCCC1)C(C)C=1C=C(OCCCN)C=CC1 (3-[3-[1-(1-pyrrolidinyl)ethyl]phenoxy]propylamine), OCCC(=O)O (3-hydroxypropionic acid), C(C)O (ethanol), C1(CCCCC1)N=C=NC1CCCCC1 (dicyclohexylcarbodiimide). Run in C(Cl)(Cl)Cl (chloroform). Run at time 6 hour. Product: N1(CCCC1)C(C)C=1C=C(OCCCNC(C(C)O)=O)C=CC1 (N-[3-[3-[1-(1-pyrrolidinyl)ethyl]phenoxy]propyl]hydroxypropionamide). Reaction SMILES: [N:1]1([CH:6]([C:8]2[CH:9]=[C:10]([CH:16]=[CH:17][CH:18]=2)[O:11][CH2:12][CH2:13][CH2:14][NH2:15])[CH3:7])[CH2:5][CH2:4][CH2:3][CH2:2]1.O[CH2:20][CH2:21][C:22]([OH:24])=O.C1(N=C=NC2CCCCC2)CCCCC1.C([OH:42])C>C(Cl)(Cl)Cl>[N:1]1([CH:6]([C:8]2[CH:9]=[C:10]([CH:16]=[CH:17][CH:18]=2)[O:11][CH2:12][CH2:13][CH2:14][NH:15][C:22](=[O:24])[CH:21]([OH:42])[CH3:20])[CH3:7])[CH2:2][CH2:3][CH2:4][CH2:5]1. Procedure details: 240 mg of 3-[3-[1-(1-pyrrolidinyl)ethyl]phenoxy]propylamine was dissolved in 4.5 ml of chloroform, and a solution of 144 mg of 3-hydroxypropionic acid in 0.5 ml of ethanol was added, followed by further addition of 300 mg of dicyclohexylcarbodiimide. The mixture was stirred at room temperature for 6 hours, and the solvent was distilled off under reduced pressure. The residue was purified by TLC (developing solvent: chloroform/methanol=9/l) to afford 180 mg of N-[3-[3-[1-(1-pyrrolidinyl)ethyl]phe...